Dataset: the Open Reaction Database (ORD), a public repository of structured organic reaction records. Task: describe an organic reaction: reactants, conditions, products, and yield Reactants: O=C(Cl)C=Cc1ccccc1, O=C([O-])O, Cc1ccc(NC(=O)c2cccc(C(C)(C)C#N)c2)cc1Nc1ncc2nc(N)sc2n1, [Na+], c1ccncc1. The product is Cc1ccc(NC(=O)c2cccc(C(C)(C)C#N)c2)cc1Nc1ncc2nc(NC(=O)C=Cc3ccccc3)sc2n1. As a reaction SMILES: [C:33]([CH:34]=[CH:35][c:36]1[cH:37][cH:38][cH:39][cH:40][cH:41]1)(=[O:42])[Cl:43].[C:44](=[O:45])([O-:46])[OH:47].[NH2:1][c:2]1[s:3][c:4]2[n:5][c:6]([NH:11][c:12]3[cH:13][c:14]([NH:19][C:20]([c:21]4[cH:22][c:23]([C:27]([CH3:28])([CH3:29])[C:30]#[N:31])[cH:24][cH:25][cH:26]4)=[O:32])[cH:15][cH:16][c:17]3[CH3:18])[n:7][cH:8][c:9]2[n:10]1.[Na+:48].[cH:49]1[cH:50][cH:51][n:52][cH:53][cH:54]1>>[NH:1]([c:2]1[s:3][c:4]2[n:5][c:6]([NH:11][c:12]3[cH:13][c:14]([NH:19][C:20]([c:21]4[cH:22][c:23]([C:27]([CH3:28])([CH3:29])[C:30]#[N:31])[cH:24][cH:25][cH:26]4)=[O:32])[cH:15][cH:16][c:17]3[CH3:18])[n:7][cH:8][c:9]2[n:10]1)[C:33]([CH:34]=[CH:35][c:36]1[cH:37][cH:38][cH:39][cH:40][cH:41]1)=[O:42].